From a dataset of the Open Reaction Database (ORD), a public repository of structured organic reaction records. describe an organic reaction: reactants, conditions, products, and yield The reactants are ClC1=NC=NC2=CC(=C(C=C12)OCCOC)OCCOC (4-chloro-6,7-bis(2-methoxyethoxy) quinazoline), NC=1C=C(C=CC1)C#C (3-aminophenyl acetylene), C(C(O)C(O)C(=O)O)(=O)O (tartaric acid). Run in C(C)O (ethanol). Conditions: temperature 27.5 celsius, time 6 hour. The product is COCCOC=1C=C2C(=CC1OCCOC)N=CN=C2NC=3C=CC=C(C3)C#C.Cl (Erlotinib Hydrochloride). As a reaction SMILES: [Cl:1][C:2]1[C:11]2[C:6](=[CH:7][C:8]([O:17][CH2:18][CH2:19][O:20][CH3:21])=[C:9]([O:12][CH2:13][CH2:14][O:15][CH3:16])[CH:10]=2)[N:5]=[CH:4][N:3]=1.[NH2:22][C:23]1[CH:24]=[C:25]([C:29]#[CH:30])[CH:26]=[CH:27][CH:28]=1.C(O)(=O)C(C(C(O)=O)O)O>C(O)C>[CH3:16][O:15][CH2:14][CH2:13][O:12][C:9]1[CH:10]=[C:11]2[C:2]([NH:22][C:23]3[CH:28]=[CH:27][CH:26]=[C:25]([C:29]#[CH:30])[CH:24]=3)=[N:3][CH:4]=[N:5][C:6]2=[CH:7][C:8]=1[O:17][CH2:18][CH2:19][O:20][CH3:21].[ClH:1] |f:4.5|. Reported procedure: 15.0 g of 4-chloro-6,7-bis(2-methoxyethoxy) quinazoline was suspended in 450 ml ethanol and 13.8 g of 3-aminophenyl acetylene was added at 25-30° C. Further 3.0 g tartaric acid was added. The reaction mass was stirred at 25-30° C. for 6 hours. Solid obtained was filtered, washed with water and dried under vacuum. This solid was suspended in water, basified with potassium hydroxide and stirred for 10 minutes. The resulting erlotinib base was isolated by filtration, washed with ethanol and dried u... The reactants are CCN1CCOCC1, CCC(C)C(N)C(=O)OCc1ccccc1, CCCP(=O)(O)O, CC#N, ClCCl, Cc1ccc(S(=O)(=O)[O-])cc1. The product is CCC(C)C(N)C(=O)O. RXN SMILES: [CH2:1]([N:2]1[CH2:3][CH2:4][O:5][CH2:6][CH2:7]1)[CH3:8].[CH2:30]([c:31]1[cH:32][cH:33][cH:34][cH:35][cH:36]1)[O:37][C:38]([CH:39]([NH2:40])[CH:41]([CH3:42])[CH2:43][CH3:44])=[O:45].[CH2:9]([P:10](=[O:11])([OH:12])[OH:13])[CH2:14][CH3:15].[CH3:46][C:47]#[N:48].[Cl:16][CH2:17][Cl:18].[O-:19][S:20]([c:21]1[cH:22][cH:23][c:24]([CH3:25])[cH:26][cH:27]1)(=[O:28])=[O:29]>>[O:37]=[C:38]([CH:39]([NH2:40])[CH:41]([CH3:42])[CH2:43][CH3:44])[OH:45]. Reactants: ClC=1C=CC(=C(C1)C1=CC(N(C=C1OC)C(C(=O)NC1=CC=C(C(=O)OC(C)(C)C)C=C1)C)=O)C1CC1 (tert-butyl 4-({2-[4-(5-chloro-2-cyclopropylphenyl)-5-methoxy-2-oxopyridin-1(2H)-yl]propanoyl}amino)benzoate), C(=O)(C(F)(F)F)O (TFA). RXN SMILES: [Cl:1][C:2]1[CH:3]=[CH:4][C:5]([CH:35]2[CH2:37][CH2:36]2)=[C:6]([C:8]2[C:13]([O:14][CH3:15])=[CH:12][N:11]([CH:16]([CH3:33])[C:17]([NH:19][C:20]3[CH:32]=[CH:31][C:23]([C:24]([O:26]C(C)(C)C)=[O:25])=[CH:22][CH:21]=3)=[O:18])[C:10](=[O:34])[CH:9]=2)[CH:7]=1.C(O)(C(F)(F)F)=O>>[Cl:1][C:2]1[CH:3]=[CH:4][C:5]([CH:35]2[CH2:37][CH2:36]2)=[C:6]([C:8]2[C:13]([O:14][CH3:15])=[CH:12][N:11]([CH:16]([CH3:33])[C:17]([NH:19][C:20]3[CH:21]=[CH:22][C:23]([C:24]([OH:26])=[O:25])=[CH:31][CH:32]=3)=[O:18])[C:10](=[O:34])[CH:9]=2)[CH:7]=1. The product is ClC=1C=CC(=C(C1)C1=CC(N(C=C1OC)C(C(=O)NC1=CC=C(C(=O)O)C=C1)C)=O)C1CC1 (4-({2-[4-(5-Chloro-2-cyclopropylphenyl)-5-methoxy-2-oxopyridin-1(2H)-yl]propanoyl}amino)benzoic acid). Procedure: 114 mg (0.22 mmol) of tert-butyl 4-({2-[4-(5-chloro-2-cyclopropylphenyl)-5-methoxy-2-oxopyridin-1(2H)-yl]propanoyl}amino)benzoate (racemate) were hydrolysed with TFA according to General Method 2. Yield: 73 mg (78% of theory)